Task: describe an organic reaction: reactants, conditions, products, and yield. Dataset: the Open Reaction Database (ORD), a public repository of structured organic reaction records The reactants are [BH3-]C#N, CC#N, CC(=O)O, O=Cc1ccc(C(F)(F)F)cc1, Cc1cc(N)cc(C)c1NC(=O)CC1CCCC1, [Na+], [Na+], [Na+], O=C([O-])[O-]. The product is Cc1cc(NCc2ccc(C(F)(F)F)cc2)cc(C)c1NC(=O)CC1CCCC1. Reaction SMILES: [C:31]([BH3-:32])#[N:33].[CH3:41][C:42]#[N:43].[CH3:44][C:45](=[O:46])[OH:47].[F:19][C:20]([c:21]1[cH:22][cH:23][c:24]([CH:25]=[O:26])[cH:27][cH:28]1)([F:29])[F:30].[NH2:1][c:2]1[cH:3][c:4]([CH3:18])[c:5]([NH:9][C:10]([CH2:11][CH:12]2[CH2:13][CH2:14][CH2:15][CH2:16]2)=[O:17])[c:6]([CH3:8])[cH:7]1.[Na+:34].[Na+:35].[Na+:36].[O-:37][C:38](=[O:39])[O-:40]>>[NH:1]([c:2]1[cH:3][c:4]([CH3:18])[c:5]([NH:9][C:10]([CH2:11][CH:12]2[CH2:13][CH2:14][CH2:15][CH2:16]2)=[O:17])[c:6]([CH3:8])[cH:7]1)[CH2:25][c:24]1[cH:23][cH:22][c:21]([C:20]([F:19])([F:29])[F:30])[cH:28][cH:27]1. Starting materials: 3S, C(C)(=O)N1C(C2(C(NC(CC2C2=C(C=CC(=C2)Cl)OC(C(=O)NS(=O)(=O)C)(CC)CC)=O)C2=C(C=CC(=C2)F)C)C2=CC=C(C=C12)Cl)=O (1-acetyl-6-chloro-4′-[5-chloro-2-(2-methanesulfonylamino-1,1-diethyl-2-oxo-ethoxy)-phenyl]-2′-(5-fluoro-2-methyl-phenyl)-spiro[3H-indole-3,3′-piperidine]-2,6′(1H)-dione), COC=1C=CC(=CC1)P2(=S)SP(=S)(S2)C=3C=CC(=CC3)OC (Lawesson's Reagent). Run in C1(=CC=CC=C1)C (toluene). Reaction conditions: temperature 125 celsius. Yields the product C(C)(=O)N1C(C2(C(NC(CC2C2=C(C=CC(=C2)Cl)OC(C(=O)NS(=O)(=O)C)(CC)CC)=S)C2=C(C=CC(=C2)F)C)C2=CC=C(C=C12)Cl)=O (1-acetyl-6-chloro-4′-[5-chloro-2-(2-methanesulfonylamino-1,1-diethyl-2-oxo-ethoxy)-phenyl]-2′-(5-fluoro-2-methyl-phenyl)-6′-thioxo spiro[3H-indole-3,3′-piperidine]-2(1H)-one). Yield: 29.2%. As a reaction SMILES: [C:1]([N:4]1[C:46]2[C:41](=[CH:42][CH:43]=[C:44]([Cl:47])[CH:45]=2)[C:6]2([CH:11]([C:12]3[CH:17]=[C:16]([Cl:18])[CH:15]=[CH:14][C:13]=3[O:19][C:20]([CH2:30][CH3:31])([CH2:28][CH3:29])[C:21]([NH:23][S:24]([CH3:27])(=[O:26])=[O:25])=[O:22])[CH2:10][C:9](=O)[NH:8][CH:7]2[C:33]2[CH:38]=[C:37]([F:39])[CH:36]=[CH:35][C:34]=2[CH3:40])[C:5]1=[O:48])(=[O:3])[CH3:2].COC1C=CC(P2(SP(C3C=CC(OC)=CC=3)(=S)S2)=[S:58])=CC=1>C1(C)C=CC=CC=1>[C:1]([N:4]1[C:46]2[C:41](=[CH:42][CH:43]=[C:44]([Cl:47])[CH:45]=2)[C:6]2([CH:11]([C:12]3[CH:17]=[C:16]([Cl:18])[CH:15]=[CH:14][C:13]=3[O:19][C:20]([CH2:30][CH3:31])([CH2:28][CH3:29])[C:21]([NH:23][S:24]([CH3:27])(=[O:25])=[O:26])=[O:22])[CH2:10][C:9](=[S:58])[NH:8][CH:7]2[C:33]2[CH:38]=[C:37]([F:39])[CH:36]=[CH:35][C:34]=2[CH3:40])[C:5]1=[O:48])(=[O:3])[CH3:2]. Procedure: A mixture of chiral (2′S, 3S, 4′R)-1-acetyl-6-chloro-4′-[5-chloro-2-(2-methanesulfonylamino-1,1-diethyl-2-oxo-ethoxy)-phenyl]-2′-(5-fluoro-2-methyl-phenyl)-spiro[3H-indole-3,3′-piperidine]-2,6′(1H)-dione (50 mg, 0.07 mmol) and Lawesson's Reagent (56 mg, 0.126 mmol) in toluene (5 mL) was heated at 125° C. for 1.5 h. The mixture was purified by flash column chromatography to give the title compound as white solid (15 mg). Starting materials: ClCC(=O)N1C2=C(C(NC3=C1C=CC=C3)=O)N(C=C2C)C (4-chloroacetyl-1,3-dimethyl-1,4,9,10-tetrahydropyrrolo[3,2-b][1,5]benzodiazepin-10-one), CN1CCNCC1 (N-methylpiperazine). Run in O1CCOCC1 (dioxane). Yields the product CN1C=C(C=2N(C3=C(NC(C21)=O)C=CC=C3)C(CN3CCN(CC3)C)=O)C (1,3-Dimethyl-4-[(4-methyl-1-piperazinyl)acetyl]-1,4,9,10-tetrahydropyrrolo[3,2-b][1,5]benzodiazepin-10-one). Isolated yield 70.9%. As a reaction SMILES: Cl[CH2:2][C:3]([N:5]1[C:11]2[CH:12]=[CH:13][CH:14]=[CH:15][C:10]=2[NH:9][C:8](=[O:16])[C:7]2[N:17]([CH3:21])[CH:18]=[C:19]([CH3:20])[C:6]1=2)=[O:4].[CH3:22][N:23]1[CH2:28][CH2:27][NH:26][CH2:25][CH2:24]1>O1CCOCC1>[CH3:21][N:17]1[C:7]2[C:8](=[O:16])[NH:9][C:10]3[CH:15]=[CH:14][CH:13]=[CH:12][C:11]=3[N:5]([C:3](=[O:4])[CH2:2][N:26]3[CH2:27][CH2:28][N:23]([CH3:22])[CH2:24][CH2:25]3)[C:6]=2[C:19]([CH3:20])=[CH:18]1. Procedure: A solution of 1.75 g of 4-chloroacetyl-1,3-dimethyl-1,4,9,10-tetrahydropyrrolo[3,2-b][1,5]benzodiazepin-10-one and 1.15 g of N-methylpiperazine in 50 ml of dry dioxane is warmed at 50° C. for 5 hours with stirring. After the mixture has cooled, the precipitate formed is filtered off. The filtrate is concentrated, 50 ml of saturated sodium bicarbonate solution are added, and the thus-prepared mixture is extracted several times with ethyl acetate. The combined extracts are dried over sodium sulfat... Yields the product I.CNNC=1NCCN1 (4,5-dihydro-2-(2-methylhydrazino)-1H-imidazole, hydroiodide). As a reaction SMILES: [IH:1].CS[C:4]1[NH:5][CH2:6][CH2:7][N:8]=1.[CH3:9][NH:10][NH2:11]>C(O)C>[IH:1].[CH3:9][NH:10][NH:11][C:4]1[NH:5][CH2:6][CH2:7][N:8]=1 |f:0.1,4.5|. Procedure: A 12.2 g portion of 2-methylthioimidazoline, hydroiodide was dissolved in 30 ml of ethanol. A 5.32 ml portion of methyl hydrazine was added dropwise over 1/2 hour. This mixture was refluxed overnight, then chilled in an ice bath. The solvent was evaporated and the residue triturated with ether and refrigerated overnight. The mxture was evaporated to an oil which was dissolved in methanol and added to 400 ml of ether. The resulting solid was collected, dissolved in hot methanol and poured into 10... Reactants: I.CSC=1NCCN1 (2-methylthioimidazoline, hydroiodide), CNN (methyl hydrazine). The solvent is C(C)O (ethanol). Reactants: CC(Br)c1ccc(-c2ccc(F)cc2F)cc1, CCOC(=O)C=P(c1ccccc1)(c1ccccc1)c1ccccc1, CCOC(C)=O. The product is CCOC(=O)C(C(C)c1ccc(-c2ccc(F)cc2F)cc1)=P(c1ccccc1)(c1ccccc1)c1ccccc1. Reaction SMILES: [Br:26][CH:27]([CH3:28])[c:29]1[cH:30][cH:31][c:32](-[c:35]2[c:36]([F:42])[cH:37][c:38]([F:41])[cH:39][cH:40]2)[cH:33][cH:34]1.[CH2:1]([CH3:2])[O:3][C:4]([CH:5]=[P:6]([c:7]1[cH:8][cH:9][cH:10][cH:11][cH:12]1)([c:13]1[cH:14][cH:15][cH:16][cH:17][cH:18]1)[c:19]1[cH:20][cH:21][cH:22][cH:23][cH:24]1)=[O:25].[CH3:43][CH2:44][O:45][C:46](=[O:47])[CH3:48]>>[CH2:1]([CH3:2])[O:3][C:4]([C:5](=[P:6]([c:7]1[cH:8][cH:9][cH:10][cH:11][cH:12]1)([c:13]1[cH:14][cH:15][cH:16][cH:17][cH:18]1)[c:19]1[cH:20][cH:21][cH:22][cH:23][cH:24]1)[CH:27]([CH3:28])[c:29]1[cH:30][cH:31][c:32](-[c:35]2[c:36]([F:42])[cH:37][c:38]([F:41])[cH:39][cH:40]2)[cH:33][cH:34]1)=[O:25]. Starting materials: O=S(=O)(Cl)c1ccc(Br)cc1, CCCN1CCC(c2ncc(N)cn2)C1, CC[O-], CCO, ClCCl, [Na+], c1ccncc1. Product: CCCN1CCC(c2ncc(NS(=O)(=O)c3ccc(Br)cc3)cn2)C1. As a reaction SMILES: [Br:22][c:23]1[cH:24][cH:25][c:26]([S:29](=[O:30])(=[O:31])[Cl:32])[cH:27][cH:28]1.[CH2:1]([CH2:2][CH3:3])[N:4]1[CH2:5][CH:6]([c:9]2[n:10][cH:11][c:12]([NH2:15])[cH:13][n:14]2)[CH2:7][CH2:8]1.[CH3:33][CH2:34][O-:35].[CH3:40][CH2:41][OH:42].[Cl:37][CH2:38][Cl:39].[Na+:36].[cH:16]1[cH:17][cH:18][n:19][cH:20][cH:21]1>>[CH2:1]([CH2:2][CH3:3])[N:4]1[CH2:5][CH:6]([c:9]2[n:10][cH:11][c:12]([NH:15][S:29]([c:26]3[cH:25][cH:24][c:23]([Br:22])[cH:28][cH:27]3)(=[O:30])=[O:31])[cH:13][n:14]2)[CH2:7][CH2:8]1. Starting materials: CCCCc1nc2ccc(N(CCC)S(=O)(=O)c3ccc(C)cc3)cc2n1Cc1ccc(-c2ccccc2C(=O)O)c(C(C)(C)C)c1, ClCCl, O=C(O)C(F)(F)F. Yields the product CCCCc1nc2ccc(N(CCC)S(=O)(=O)c3ccc(C)cc3)cc2n1Cc1ccc(-c2ccccc2C(=O)O)cc1. Reaction SMILES: [C:1]([CH3:2])([CH3:3])([CH3:4])[c:5]1[c:6](-[c:39]2[c:40]([C:45](=[O:46])[OH:47])[cH:41][cH:42][cH:43][cH:44]2)[cH:7][cH:8][c:9]([CH2:11][n:12]2[c:13]([CH2:35][CH2:36][CH2:37][CH3:38])[n:14][c:15]3[c:16]2[cH:17][c:18]([N:21]([S:22](=[O:23])(=[O:24])[c:25]2[cH:26][cH:27][c:28]([CH3:31])[cH:29][cH:30]2)[CH2:32][CH2:33][CH3:34])[cH:19][cH:20]3)[cH:10]1.[CH2:55]([Cl:56])[Cl:57].[OH:48][C:49]([C:50]([F:51])([F:52])[F:53])=[O:54]>>[cH:5]1[c:6](-[c:39]2[c:40]([C:45](=[O:46])[OH:47])[cH:41][cH:42][cH:43][cH:44]2)[cH:7][cH:8][c:9]([CH2:11][n:12]2[c:13]([CH2:35][CH2:36][CH2:37][CH3:38])[n:14][c:15]3[c:16]2[cH:17][c:18]([N:21]([S:22](=[O:23])(=[O:24])[c:25]2[cH:26][cH:27][c:28]([CH3:31])[cH:29][cH:30]2)[CH2:32][CH2:33][CH3:34])[cH:19][cH:20]3)[cH:10]1. Yields the product COCC(N)C(=O)NCc1ccccc1. Starting materials: COCC(NC(c1ccccc1)(c1ccccc1)c1ccccc1)C(=O)NCc1ccccc1, CC(=O)O, CCO. As a reaction SMILES: [CH2:1]([c:2]1[cH:3][cH:4][cH:5][cH:6][cH:7]1)[NH:8][C:9]([CH:10]([NH:11][C:12]([c:13]1[cH:14][cH:15][cH:16][cH:17][cH:18]1)([c:19]1[cH:20][cH:21][cH:22][cH:23][cH:24]1)[c:25]1[cH:26][cH:27][cH:28][cH:29][cH:30]1)[CH2:31][O:32][CH3:33])=[O:34].[CH3:35][C:36](=[O:37])[OH:38].[CH3:39][CH2:40][OH:41]>>[CH2:1]([c:2]1[cH:3][cH:4][cH:5][cH:6][cH:7]1)[NH:8][C:9]([CH:10]([NH2:11])[CH2:31][O:32][CH3:33])=[O:34]. Starting materials: CCCCN, C[Si](C)(C)C#CC=CCl, [Cu]I, [Pd], c1ccc(P(c2ccccc2)c2ccccc2)cc1, C#CC1N(C(=O)Oc2ccccc2)c2ccc(OC)cc2C23OC12CCCC3=O, c1ccc(P(c2ccccc2)c2ccccc2)cc1, c1ccc(P(c2ccccc2)c2ccccc2)cc1, c1ccc(P(c2ccccc2)c2ccccc2)cc1. The product is COc1ccc2c(c1)C13OC1(CCCC3=O)C(C#CC=CC#C[Si](C)(C)C)N2C(=O)Oc1ccccc1. Reaction SMILES: [CH2:39]([NH2:40])[CH2:41][CH2:42][CH3:43].[Cl:30][CH:31]=[CH:32][C:33]#[C:34][Si:35]([CH3:36])([CH3:37])[CH3:38].[Cu:44][I:45].[Pd:46].[c:104]1([P:105]([c:106]2[cH:107][cH:108][cH:109][cH:110][cH:111]2)[c:112]2[cH:113][cH:114][cH:115][cH:116][cH:117]2)[cH:118][cH:119][cH:120][cH:121][cH:122]1.[c:1]1([O:7][C:8](=[O:9])[N:10]2[c:11]3[cH:12][cH:13][c:14]([O:28][CH3:29])[cH:15][c:16]3[C:17]34[C:18](=[O:27])[CH2:19][CH2:20][CH2:21][C:22]3([CH:23]2[C:24]#[CH:25])[O:26]4)[cH:2][cH:3][cH:4][cH:5][cH:6]1.[c:47]1([P:48]([c:49]2[cH:50][cH:51][cH:52][cH:53][cH:54]2)[c:55]2[cH:56][cH:57][cH:58][cH:59][cH:60]2)[cH:61][cH:62][cH:63][cH:64][cH:65]1.[c:66]1([P:67]([c:68]2[cH:69][cH:70][cH:71][cH:72][cH:73]2)[c:74]2[cH:75][cH:76][cH:77][cH:78][cH:79]2)[cH:80][cH:81][cH:82][cH:83][cH:84]1.[c:85]1([P:86]([c:87]2[cH:88][cH:89][cH:90][cH:91][cH:92]2)[c:93]2[cH:94][cH:95][cH:96][cH:97][cH:98]2)[cH:99][cH:100][cH:101][cH:102][cH:103]1>>[c:1]1([O:7][C:8](=[O:9])[N:10]2[c:11]3[cH:12][cH:13][c:14]([O:28][CH3:29])[cH:15][c:16]3[C:17]34[C:18](=[O:27])[CH2:19][CH2:20][CH2:21][C:22]3([CH:23]2[C:24]#[C:25][CH:31]=[CH:32][C:33]#[C:34][Si:35]([CH3:36])([CH3:37])[CH3:38])[O:26]4)[cH:2][cH:3][cH:4][cH:5][cH:6]1. The reactants are O=C([O-])[O-], CC(C)(C)C(=O)OCC1OC(Br)C(OC(=O)C(C)(C)C)C(OC(=O)C(C)(C)C)C1OC(=O)C(C)(C)C, CC#N, [K+], [K+], O, Oc1n[nH]c2nccc(CCc3ccccc3)c12. Yields the product CC(C)(C)C(=O)OCC1OC(Oc2n[nH]c3nccc(CCc4ccccc4)c23)C(OC(=O)C(C)(C)C)C(OC(=O)C(C)(C)C)C1OC(=O)C(C)(C)C. Reaction SMILES: [C:19](=[O:20])([O-:21])[O-:22].[C:25]([C:26]([CH3:27])([CH3:28])[CH3:29])(=[O:30])[O:31][CH:32]1[CH:33]([Br:60])[O:34][CH:35]([CH2:52][O:53][C:54]([C:55]([CH3:56])([CH3:57])[CH3:58])=[O:59])[CH:36]([O:45][C:46]([C:47]([CH3:48])([CH3:49])[CH3:50])=[O:51])[CH:37]1[O:38][C:39]([C:40]([CH3:41])([CH3:42])[CH3:43])=[O:44].[CH3:61][C:62]#[N:63].[K+:23].[K+:24].[OH2:64].[c:1]1([CH2:7][CH2:8][c:9]2[c:10]3[c:11]([n:12][cH:13][cH:14]2)[nH:15][n:16][c:17]3[OH:18])[cH:2][cH:3][cH:4][cH:5][cH:6]1>>[c:1]1([CH2:7][CH2:8][c:9]2[c:10]3[c:11]([n:12][cH:13][cH:14]2)[nH:15][n:16][c:17]3[O:18][CH:33]2[CH:32]([O:31][C:25]([C:26]([CH3:27])([CH3:28])[CH3:29])=[O:30])[CH:37]([O:38][C:39]([C:40]([CH3:41])([CH3:42])[CH3:43])=[O:44])[CH:36]([O:45][C:46]([C:47]([CH3:48])([CH3:49])[CH3:50])=[O:51])[CH:35]([CH2:52][O:53][C:54]([C:55]([CH3:56])([CH3:57])[CH3:58])=[O:59])[O:34]2)[cH:2][cH:3][cH:4][cH:5][cH:6]1.